Dataset: the Open Reaction Database (ORD), a public repository of structured organic reaction records. Task: describe an organic reaction: reactants, conditions, products, and yield Run in O (H2O). Procedure: A stirred solution of (0.547 g) of 2-(N-phenylsulfonylindol-3-yl)-4-carboxy-6,7-dimethoxyquinoline, K2CO3 (0.380 g), MeOH (40 ml) and H2O (10 ml) are heated to reflux. The MeOH is evaporated in vacuo, and the aqueous residue diluted with more H2O, and acidified with 0.IN HCl to pH between 6°-7 while contained in an ice-bath. An orange solid precipitates. This is collected, washed with ether then dried under vacuum (0.1 mm at 22° C.) for a few hours to obtain 2-(indol-3-yl)-4-carboxy-6,7-dimethox... As a reaction SMILES: C1(S([N:10]2[C:18]3[C:13](=[CH:14][CH:15]=[CH:16][CH:17]=3)[C:12]([C:19]3[CH:28]=[C:27]([C:29]([OH:31])=[O:30])[C:26]4[C:21](=[CH:22][C:23]([O:34][CH3:35])=[C:24]([O:32][CH3:33])[CH:25]=4)[N:20]=3)=[CH:11]2)(=O)=O)C=CC=CC=1.C([O-])([O-])=O.[K+].[K+].CO>O>[NH:10]1[C:18]2[C:13](=[CH:14][CH:15]=[CH:16][CH:17]=2)[C:12]([C:19]2[CH:28]=[C:27]([C:29]([OH:31])=[O:30])[C:26]3[C:21](=[CH:22][C:23]([O:34][CH3:35])=[C:24]([O:32][CH3:33])[CH:25]=3)[N:20]=2)=[CH:11]1 |f:1.2.3|. Starting materials: C1(=CC=CC=C1)S(=O)(=O)N1C=C(C2=CC=CC=C12)C1=NC2=CC(=C(C=C2C(=C1)C(=O)O)OC)OC (2-(N-phenylsulfonylindol-3-yl)-4-carboxy-6,7-dimethoxyquinoline), C(=O)([O-])[O-].[K+].[K+] (K2CO3), CO (MeOH). Yields the product N1C=C(C2=CC=CC=C12)C1=NC2=CC(=C(C=C2C(=C1)C(=O)O)OC)OC (2-(indol-3-yl)-4-carboxy-6,7-dimethoxyquinoline). Starting materials: ClC1=CC=C(C=C1)C(C1=CC=C(C=C1)O)=O (4'-chloro-4-hydroxy-benzophenone), C(=O)([O-])[O-].[K+].[K+] (K2CO3), BrC(C(=O)OCC)C (ethyl 2-bromopropionate). Run in CC(=O)CC(C)C (methylisobutylketone). Yields the product ClC1=CC=C(C(=O)C2=CC=C(OC(C(=O)OCC)C)C=C2)C=C1 (Ethyl 2-[4-(para-chlorobenzoyl)-phenoxy]-propionate). Reaction SMILES: [Cl:1][C:2]1[CH:7]=[CH:6][C:5]([C:8](=[O:16])[C:9]2[CH:14]=[CH:13][C:12]([OH:15])=[CH:11][CH:10]=2)=[CH:4][CH:3]=1.C([O-])([O-])=O.[K+].[K+].Br[CH:24]([CH3:30])[C:25]([O:27][CH2:28][CH3:29])=[O:26]>CC(CC(C)C)=O>[Cl:1][C:2]1[CH:3]=[CH:4][C:5]([C:8]([C:9]2[CH:14]=[CH:13][C:12]([O:15][CH:24]([CH3:30])[C:25]([O:27][CH2:28][CH3:29])=[O:26])=[CH:11][CH:10]=2)=[O:16])=[CH:6][CH:7]=1 |f:1.2.3|. Procedure details: 0.75 mole (175 g) of 4'-chloro-4-hydroxy-benzophenone, 1.5 l of methylisobutylketone, 0.975 mole (134 g) of K2CO3 and 0.8 mole (145 g) of ethyl 2-bromopropionate are placed in a 2-liter flask. The mixture is heated at reflux for 8 hours with vigorous agitation whereupon the reaction mixture is cooled and filtered on a Buchner funnel. The solvent is then evaporated under vacuum and the residue distilled; the desired ester is recovered at 198° to 201° C. under 0.1 mm of mercury. Yield 190 g (76%).